From a dataset of the Open Reaction Database (ORD), a public repository of structured organic reaction records. describe an organic reaction: reactants, conditions, products, and yield The reactants are [Br-], C1CCOC1, C[Si](C)(C)[N-][Si](C)(C)C, C[P+](c1ccccc1)(c1ccccc1)c1ccccc1, CCOC(C)=O, COC(=O)C12CCC(C=O)(CC1)CC2, [K+]. Yields the product C=CC12CCC(C(=O)OC)(CC1)CC2. As a reaction SMILES: [Br-:25].[CH2:46]1[O:47][CH2:48][CH2:49][CH2:50]1.[CH3:1][Si:2]([CH3:3])([CH3:4])[N-:5][Si:6]([CH3:7])([CH3:8])[CH3:9].[CH3:26][P+:27]([c:28]1[cH:29][cH:30][cH:31][cH:32][cH:33]1)([c:34]1[cH:35][cH:36][cH:37][cH:38][cH:39]1)[c:40]1[cH:41][cH:42][cH:43][cH:44][cH:45]1.[CH3:51][CH2:52][O:53][C:54]([CH3:55])=[O:56].[CH:11](=[O:12])[C:13]12[CH2:14][CH2:15][C:16]([C:21](=[O:22])[O:23][CH3:24])([CH2:17][CH2:18]1)[CH2:19][CH2:20]2.[K+:10]>>[CH2:1]=[CH:11][C:13]12[CH2:14][CH2:15][C:16]([C:21](=[O:22])[O:23][CH3:24])([CH2:17][CH2:18]1)[CH2:19][CH2:20]2. The reactants are [PH2](=O)[O-].[NH4+] (ammonium hypophosphite), S(=O)(=O)([O-])[O-].[NH4+].[NH4+] (ammonium sulfate), [PH2](=O)[O-].[Na+] (sodium hypophosphite), [Ni] (nickel), [Ni] (nickel). The product is S(=O)(=O)([O-])[O-].[Na+].[Na+] (sodium sulfate), [Ni] (nickel), [PH2](=O)[O-].[NH4+] (ammonium hypophosphite). RXN SMILES: [Ni:1].[PH2:2]([O-:4])=[O:3].[NH4+:5].[PH2]([O-])=O.[Na+:9].[S:10]([O-:14])([O-:13])(=[O:12])=[O:11].[NH4+].[NH4+]>>[S:10]([O-:14])([O-:13])(=[O:12])=[O:11].[Na+:9].[Na+:9].[Ni:1].[PH2:2]([O-:4])=[O:3].[NH4+:5] |f:1.2,3.4,5.6.7,8.9.10,12.13|. Procedure: Methods for the production of nickel or ammonium hypophosphite are disclosed, including combining sodium hypophosphite with nickel or ammonium sulfate to produce sodium sulfate and nickel or ammonium hypophosphite, and lowering the temperature of the solution containing the sodium sulfate to crystallize out the sodium sulfate.